Dataset: the Open Reaction Database (ORD), a public repository of structured organic reaction records. Task: describe an organic reaction: reactants, conditions, products, and yield The reactants are [Mg] (magnesium), [F-] (fluoride), amine, [Cl-] (chloride), P(=O)([O-])([O-])[O-] (phosphate), N (ammonia). The product is P(=O)([O-])([O-])[O-].[NH4+].[Mg+2] (magnesium ammonium phosphate), [F-].[Mg+2].[F-] (magnesium fluoride), [Cl-].[Mg+2].[Cl-] (magnesium chloride). Reaction SMILES: [P:1]([O-:5])([O-:4])([O-:3])=[O:2].[F-:6].[Cl-:7].[NH3:8].[Mg:9]>>[P:1]([O-:5])([O-:4])([O-:3])=[O:2].[NH4+:8].[Mg+2:9].[F-:6].[Mg+2:9].[F-:6].[Cl-:7].[Mg+2:9].[Cl-:7] |f:5.6.7,8.9.10,11.12.13|. Procedure: phosphate and fluoride or chloride ions and buffered with ammonia or an amine to a pH of about 5 to 11, applying a direct current to the bath, and pulsing the direct current, whereby on the surface of the magnesium or its alloy there is formed magnesium ammonium phosphate and magnesium fluoride or magnesium chloride.